From a dataset of the Open Reaction Database (ORD), a public repository of structured organic reaction records. describe an organic reaction: reactants, conditions, products, and yield The reactants are CC=1C=CC(=NC1)C1=C(C(=O)OCC)C=CC=C1 (ethyl 2-(5-methyl-2-pyridinyl)benzoate), C1CC(=O)N(C1=O)Br (NBS), C(C1=CC=CC=C1)(=O)OOC(C1=CC=CC=C1)=O (benzoyl peroxide). Solvent: C(Cl)(Cl)(Cl)Cl (carbon tetrachloride). Yields the product BrCC=1C=CC(=NC1)C1=C(C(=O)OCC)C=CC=C1 (ethyl 2-(5-bromomethyl-2-pyridinyl)benzoate). Reaction SMILES: [CH3:1][C:2]1[CH:3]=[CH:4][C:5]([C:8]2[CH:18]=[CH:17][CH:16]=[CH:15][C:9]=2[C:10]([O:12][CH2:13][CH3:14])=[O:11])=[N:6][CH:7]=1.C1C(=O)N([Br:26])C(=O)C1.C(OOC(=O)C1C=CC=CC=1)(=O)C1C=CC=CC=1>C(Cl)(Cl)(Cl)Cl>[Br:26][CH2:1][C:2]1[CH:3]=[CH:4][C:5]([C:8]2[CH:18]=[CH:17][CH:16]=[CH:15][C:9]=2[C:10]([O:12][CH2:13][CH3:14])=[O:11])=[N:6][CH:7]=1. Procedure details: Under nitrogen, the crude ethyl 2-(5-methyl-2-pyridinyl)benzoate from step 6 was treated with 1.7 g (9.5 mmol) of NBS and 160 mg (0.66 mmol) of benzoyl peroxide in 145 mL of anhydrous carbon tetrachloride at reflux for 2.5 h. The reaction was filtered under nitrogen and concentrated in vacuo to give crude ethyl 2-(5-bromomethyl-2-pyridinyl)benzoate; no purification was attempted. Reactants: CCOC(C)=O, ClP(Cl)(Cl)(Cl)Cl, ClCCl, O, COC(=O)C1=Cc2cccc(CO)c2OCC1, c1ccncc1. Yields the product COC(=O)C1=Cc2cccc(CCl)c2OCC1. Reaction SMILES: [CH3:30][CH2:31][O:32][C:33](=[O:34])[CH3:35].[Cl:1][P:2]([Cl:3])([Cl:4])([Cl:5])[Cl:6].[Cl:36][CH2:37][Cl:38].[OH2:39].[OH:7][CH2:8][c:9]1[cH:10][cH:11][cH:12][c:13]2[c:19]1[O:18][CH2:17][CH2:16][C:15]([C:20](=[O:21])[O:22][CH3:23])=[CH:14]2.[cH:24]1[cH:25][cH:26][n:27][cH:28][cH:29]1>>[Cl:1][CH2:8][c:9]1[cH:10][cH:11][cH:12][c:13]2[c:19]1[O:18][CH2:17][CH2:16][C:15]([C:20](=[O:21])[O:22][CH3:23])=[CH:14]2. Starting materials: Cl.N1=CC=CC=C1 (pyridine hydrochloride), COC1=C(C#N)C(=CC=C1)OC (2,6-dimethoxybenzonitrile), Cl.N1=CC=CC=C1 (pyridine hydrochloride). The solvent is O (Water). Run at temperature 210 celsius. Yields the product OC1=C(C#N)C(=CC=C1)O (2,6-Dihydroxybenzonitrile). The yield is 59.9%. As a reaction SMILES: Cl.N1C=CC=CC=1.C[O:9][C:10]1[CH:17]=[CH:16][CH:15]=[C:14]([O:18]C)[C:11]=1[C:12]#[N:13]>O>[OH:9][C:10]1[CH:17]=[CH:16][CH:15]=[C:14]([OH:18])[C:11]=1[C:12]#[N:13] |f:0.1|. Procedure details: Another potential method utilizes pyridine hydrochloride in place of the boron tribromide. Into a 500 mL 3-neck round bottom flask equipped with stir bar, nitrogen inlet and condenser was charged 2,6-dimethoxybenzonitrile (15.0 g, 91.9 mmol), followed by pyridine hydrochloride (150 g). The mixture was heated to 210° C. for 2 hours and allowed to cool to room temperature. Water was then added to the flask to dissolve the solidified mixture. The aqueous layer was then extracted with ethyl acetate ... Reactants: Cl.ClCCN1C(CCCC1C)(C)C (1-(2-chloroethyl)-2,2,6-trimethylpiperidine hydrochloride), BrC1=C(C=CC=C1)O (2-bromophenol), Example 2 ( b ). The product is BrC1=C(OCCN2C(CCCC2C)(C)C)C=CC=C1 (1-[2-(2-Bromophenoxy)ethyl]2,2,6-trimethylpiperidine). RXN SMILES: Cl.Cl[CH2:3][CH2:4][N:5]1[CH:10]([CH3:11])[CH2:9][CH2:8][CH2:7][C:6]1([CH3:13])[CH3:12].[Br:14][C:15]1[CH:20]=[CH:19][CH:18]=[CH:17][C:16]=1[OH:21]>>[Br:14][C:15]1[CH:20]=[CH:19][CH:18]=[CH:17][C:16]=1[O:21][CH2:3][CH2:4][N:5]1[CH:10]([CH3:11])[CH2:9][CH2:8][CH2:7][C:6]1([CH3:13])[CH3:12] |f:0.1|. Procedure details: The title compound was prepared from 1-(2-chloroethyl)-2,2,6-trimethylpiperidine hydrochloride and 2-bromophenol in a similar manner to Example 2 (b). Starting materials: CCO, COS(=O)(=O)[O-], C[n+]1sc(Cl)c(Cl)c1Cl. The product is Cn1sc(Cl)c(Cl)c1=S. RXN SMILES: [CH3:16][CH2:17][OH:18].[CH3:1][O:2][S:3]([O-:4])(=[O:5])=[O:6].[CH3:7][n+:8]1[s:9][c:10]([Cl:15])[c:11]([Cl:14])[c:12]1[Cl:13]>>[S:3]=[c:12]1[n:8]([CH3:7])[s:9][c:10]([Cl:15])[c:11]1[Cl:14]. Reactants: [Br-], COc1c(Br)cc(C(=S)N2CCOc3ccncc32)cc1Br, C1CNCCN1, CN(C)C=O, [Li+]. Yields the product Oc1c(Br)cc(C(=S)N2CCOc3ccncc32)cc1Br. RXN SMILES: [Br-:30].[Br:1][c:2]1[cH:3][c:4]([C:11](=[S:12])[N:13]2[c:14]3[c:15]([cH:19][cH:20][n:21][cH:22]3)[O:16][CH2:17][CH2:18]2)[cH:5][c:6]([Br:10])[c:7]1[O:8][CH3:9].[CH2:23]1[NH:24][CH2:25][CH2:26][NH:27][CH2:28]1.[CH:31]([N:32]([CH3:33])[CH3:34])=[O:35].[Li+:29]>>[Br:1][c:2]1[cH:3][c:4]([C:11](=[S:12])[N:13]2[c:14]3[c:15]([cH:19][cH:20][n:21][cH:22]3)[O:16][CH2:17][CH2:18]2)[cH:5][c:6]([Br:10])[c:7]1[OH:8]. The reactants are CC=1C=C2C=CC=CN2C1C(=O)C1=CC=C(C=C1)[N+](=O)[O-] ((2-methylindolizin-3-yl)(4-nitrophenyl)methanone), O (water), C(C)O (ethanol). Reagents/catalysts: [Zn] (zinc), [Zn] (zinc). The solvent is 2/1, C(C)(=O)O (acetic acid), C(C)(=O)O (acetic acid). Reaction conditions: temperature 80 celsius. The product is NC1=CC=C(C=C1)C(=O)C1=C(C=C2C=CC=CN12)C ((4-Aminophenyl)(2-methylindolizin-3-yl)methanone). The yield is 81.4%. RXN SMILES: [CH3:1][C:2]1[CH:3]=[C:4]2[N:9]([C:10]=1[C:11]([C:13]1[CH:18]=[CH:17][C:16]([N+:19]([O-])=O)=[CH:15][CH:14]=1)=[O:12])[CH:8]=[CH:7][CH:6]=[CH:5]2.O.C(O)C>[Zn].C(O)(=O)C>[NH2:19][C:16]1[CH:15]=[CH:14][C:13]([C:11]([C:10]2[N:9]3[C:4]([CH:5]=[CH:6][CH:7]=[CH:8]3)=[CH:3][C:2]=2[CH3:1])=[O:12])=[CH:18][CH:17]=1. Reported procedure: 5.66 g (86.57 mmol) of zinc and 20.63 ml (360.71 mmol) of glacial acetic acid are added to 6.74 g (24.05 mmol) of (2-methylindolizin-3-yl)(4-nitrophenyl)methanone in 120 ml of a 2/1 mixture of water and ethanol. The reaction medium is heated at 80° C. for 4 hours. 0.57 g (8.7 mmol) of zinc and 2.06 ml of glacial acetic acid are added. Refluxing is maintained for 1 hour. At ambient temperature, the reaction medium is filtered off. The residue obtained is rinsed with ethyl acetate and with methyl ... The reactants are O (water), [H-].[Al+3].[Li+].[H-].[H-].[H-] (lithium aluminium hydride), [H-].[H-].[H-].[H-].[Li+].[Al+3] (LiAlH4), CC/C=C\C[C@@H]1[C@H](CCC1=O)CC(=O)O (jasmonate). Solvent: O1CCCC1 (tetrahydrofuran). Run at temperature 50 celsius, time 4 hour. The product is C(\C=C/CC)[C@@H]1[C@H](CCC1O)CCO ((+/−)(1R,2R)-2-[(2Z)-2-pentenyl]-3-hydroxycyclopentaneethanol). Reaction SMILES: [CH3:1][CH2:2]/[CH:3]=[CH:4]\[CH2:5][C@H:6]1[C:10](=[O:11])[CH2:9][CH2:8][C@@H:7]1[CH2:12][C:13](O)=[O:14].[H-].[Al+3].[Li+].[H-].[H-].[H-].O>O1CCCC1>[CH2:5]([C@H:6]1[CH:10]([OH:11])[CH2:9][CH2:8][C@@H:7]1[CH2:12][CH2:13][OH:14])/[CH:4]=[CH:3]\[CH2:2][CH3:1] |f:1.2.3.4.5.6|. Reported procedure: In a 50 ml three-necked flask equipped with a condenser, a thermometer and a magnetic stirrer, 1 g (4.5 mmol) of methyl (+/−)-jasmonate was dissolved in 15 ml of tetrahydrofuran. 430 mg (11.3 mmol) of lithium aluminium hydride, LiAlH4, were added. The mixture was stirred at 50° C. for 4 hours. When the reaction was finished, 5 ml of water were added slowly. The precipitate formed was filtered off and the filtrate was acidified to pH=5 with hydrochloric acid and then extracted with ethyl acetate ... Starting materials: FC1=C(C=CC=C1)NC(=O)C1=NC=CC=C1 (N-(2-fluorophenyl)-2-pyridinecarboxamide), COC=1C=CC(=CC1)P2(=S)SP(=S)(S2)C=3C=CC(=CC3)OC (Lawesson's reagent). Run in C1(=CC=CC=C1)C (toluene). The product is FC1=C(C=CC=C1)NC(=S)C1=NC=CC=C1 (N-(2-fluorophenyl)-2-pyridinecarbothioamide). The yield is 56.8%. As a reaction SMILES: [F:1][C:2]1[CH:7]=[CH:6][CH:5]=[CH:4][C:3]=1[NH:8][C:9]([C:11]1[CH:16]=[CH:15][CH:14]=[CH:13][N:12]=1)=O.COC1C=CC(P2(SP(C3C=CC(OC)=CC=3)(=S)S2)=[S:26])=CC=1>C1(C)C=CC=CC=1>[F:1][C:2]1[CH:7]=[CH:6][CH:5]=[CH:4][C:3]=1[NH:8][C:9]([C:11]1[CH:16]=[CH:15][CH:14]=[CH:13][N:12]=1)=[S:26]. Procedure: N-(2-fluorophenyl)-2-pyridinecarboxamide (11.81 g, 55 mmol) was reacted with Lawesson's reagent (26.04 g, 64 mmol) in toluene (160 mL) at reflux temperature for 5 hours. The solution was preadsorbed onto silica gel and flash chromatographed (eluted with 2.5% ethyl acetate in petroleum ether) to give N-(2-fluorophenyl)-2-pyridinecarbothioamide as a yellow solid (7.26 g, 39%) m.p. 94°-97° C. The reactants are ClC(=C)CC(C=C(C)C)(O)C (2-chloro-4,6-dimethyl-1,5-heptadien-4-ol), C(C)(=O)O (acetic acid), [OH-].[K+] (potassium hydroxide), resultant mixture. Solvent: CN(C=O)C (N,N-dimethylformamide). Yields the product CC(O)(CC#C)CC(=C)C (methyl 2-methylallylpropargylcarbinol). As a reaction SMILES: Cl[C:2]([CH2:4][C:5]([CH3:11])([OH:10])[CH:6]=[C:7]([CH3:9])[CH3:8])=[CH2:3].[OH-].[K+].C(O)(=O)C>CN(C)C=O>[CH3:11][C:5]([CH2:6][C:7]([CH3:9])=[CH2:8])([CH2:4][C:2]#[CH:3])[OH:10] |f:1.2|. Reported procedure: 10.00 Grams of the 2-chloro-4,6-dimethyl-1,5-heptadien-4-ol obtained above were dissolved in 94 g of N,N-dimethylformamide, and 9.65 g of potassium hydroxide in a flake form were added. The resultant mixture was stirred at room temperature for 4 hours and neutralized with a 20% acetic acid aqueous solution, and the resultant mixture was subjected to extraction with toluene. The toluene phase was washed with water and then dried over magnesium sulfate. The desiccant was filtered off, and then the...